This data is from the Open Reaction Database (ORD), a public repository of structured organic reaction records. The task is: describe an organic reaction: reactants, conditions, products, and yield Reactants: C(C)OC(C(CCCCCBr)(C)C)=O (7-bromo-2,2-dimethylheptanoic acid ethyl ester), C1(=CC=C(C=C1)S(=O)(=O)C[N+]#[C-])C (p-toluenesulfonyl methyl isocyanide), [H-].[Na+] (sodium hydride). Reagents/catalysts: [I-].C(CCC)[N+](CCCC)(CCCC)CCCC (tetra-n-butylammonium iodide). Solvent: CS(=O)C (DMSO). Conditions: time 20 hour. The product is C(C)OC(C(CCCCCC(CCCCCC(C(=O)OCC)(C)C)(S(=O)(=O)C1=CC=C(C=C1)C)[N+]#[C-])(C)C)=O (8-isocyano-2,2,14,14-tetramethyl-8-(toluene-4-sulfonyl)-pentadecanedioic acid diethyl ester). The yield is 130.5%. RXN SMILES: [CH2:1]([O:3][C:4](=[O:14])[C:5]([CH3:13])([CH3:12])[CH2:6][CH2:7][CH2:8][CH2:9][CH2:10]Br)[CH3:2].[C:15]1([CH3:27])[CH:20]=[CH:19][C:18]([S:21]([CH2:24][N+:25]#[C-:26])(=[O:23])=[O:22])=[CH:17][CH:16]=1.[H-].[Na+]>[I-].C([N+](CCCC)(CCCC)CCCC)CCC.CS(C)=O>[CH2:1]([O:3][C:4](=[O:14])[C:5]([CH3:13])([CH3:12])[CH2:6][CH2:7][CH2:8][CH2:9][CH2:10][C:24]([N+:25]#[C-:26])([S:21]([C:18]1[CH:17]=[CH:16][C:15]([CH3:27])=[CH:20][CH:19]=1)(=[O:22])=[O:23])[CH2:10][CH2:9][CH2:8][CH2:7][CH2:6][C:5]([CH3:12])([CH3:13])[C:4]([O:3][CH2:1][CH3:2])=[O:14])[CH3:2] |f:2.3,4.5|. Reported procedure: Under Ar atmosphere, to a solution of 7-bromo-2,2-dimethylheptanoic acid ethyl ester (26.50 g, 100 mmol), tetra-n-butylammonium iodide (3.69 g, 10 mmol) and p-toluenesulfonyl methyl isocyanide (9.80 g, 50 mmol) in anhydrous DMSO (300 mL) was added sodium hydride (4.80 g, 20.5 mmol, 60% dispersion in mineral oil) at 5-10° C. The reaction mixture was stirred at room temperature for 20 h and quenched with ice-water (300 mL). The product was extracted with dichloromethane (3□100 mL). The combined or... Reactants: CCCCOC(=O)C1CN(c2cc(F)c(N3C=CC(=O)CC3)c(F)c2)C(=O)O1, CO, N. Product: NC(=O)C1CN(c2cc(F)c(N3C=CC(=O)CC3)c(F)c2)C(=O)O1. As a reaction SMILES: [CH2:1]([CH2:3][CH2:4][CH3:7])[O:5][C:6](=[O:2])[CH:8]1[CH2:9][N:10]([c:14]2[cH:15][c:16]([F:28])[c:17]([N:21]3[CH2:22][CH2:23][C:24](=[O:27])[CH:25]=[CH:26]3)[c:18]([F:20])[cH:19]2)[C:11](=[O:13])[O:12]1.[CH3:29][OH:30].[NH3:31]>>[O:5]=[C:6]([CH:8]1[CH2:9][N:10]([c:14]2[cH:15][c:16]([F:28])[c:17]([N:21]3[CH2:22][CH2:23][C:24](=[O:27])[CH:25]=[CH:26]3)[c:18]([F:20])[cH:19]2)[C:11](=[O:13])[O:12]1)[NH2:31]. The reactants are C1CCOC1, CS(=O)(=O)N1CCNCC1, CCN(C(C)C)C(C)C, COc1cc(NC(=O)OC(C)(C)C)cc2c1nc(C(F)F)n2-c1nc(Cl)nc(N2CCOCC2)n1. Yields the product COc1cc(NC(=O)OC(C)(C)C)cc2c1nc(C(F)F)n2-c1nc(N2CCOCC2)nc(N2CCN(S(C)(=O)=O)CC2)n1. RXN SMILES: [CH2:55]1[O:56][CH2:57][CH2:58][CH2:59]1.[CH3:36][S:37](=[O:38])(=[O:39])[N:40]1[CH2:41][CH2:42][NH:43][CH2:44][CH2:45]1.[CH:46]([N:47]([CH2:48][CH3:49])[CH:50]([CH3:51])[CH3:52])([CH3:53])[CH3:54].[Cl:1][c:2]1[n:3][c:4](-[n:14]2[c:15]([CH:33]([F:34])[F:35])[n:16][c:17]3[c:18]2[cH:19][c:20]([NH:25][C:26]([O:27][C:28]([CH3:29])([CH3:30])[CH3:31])=[O:32])[cH:21][c:22]3[O:23][CH3:24])[n:5][c:6]([N:8]2[CH2:9][CH2:10][O:11][CH2:12][CH2:13]2)[n:7]1>>[c:2]1([N:43]2[CH2:42][CH2:41][N:40]([S:37]([CH3:36])(=[O:38])=[O:39])[CH2:45][CH2:44]2)[n:3][c:4](-[n:14]2[c:15]([CH:33]([F:34])[F:35])[n:16][c:17]3[c:18]2[cH:19][c:20]([NH:25][C:26]([O:27][C:28]([CH3:29])([CH3:30])[CH3:31])=[O:32])[cH:21][c:22]3[O:23][CH3:24])[n:5][c:6]([N:8]2[CH2:9][CH2:10][O:11][CH2:12][CH2:13]2)[n:7]1. Starting materials: Zinc amalgam, CC1=C2CCC(C2=C(C=C1)C)=O (4,7-dimethylindan-1-one), C(C)(=O)O (acetic acid), Cl (hydrochloric acid), mercuric chloride, Cl (hydrochloric acid). Reagents/catalysts: [Zn] (zinc). Solvent: O (water), O (water), O (water). Reaction conditions: time 12 hour. The product is CC1=C2CCCC2=C(C=C1)C (4,7-dimethylindane). Yield: 81.1%. RXN SMILES: Cl.[CH3:2][C:3]1[CH:11]=[CH:10][C:9]([CH3:12])=[C:8]2[C:4]=1[CH2:5][CH2:6][C:7]2=O.C(O)(=O)C>[Zn].O>[CH3:12][C:9]1[CH:10]=[CH:11][C:3]([CH3:2])=[C:4]2[C:8]=1[CH2:7][CH2:6][CH2:5]2. Reported procedure: Zinc amalgam (prepared by mixing zinc dust (25.0 g), mercuric chloride (2.5 g), concentrated hydrochloric acid (3 ml) and water (50 ml) together for 5 minutes, then decanting the aqueous solution) was added to a mixture of 4,7-dimethylindan-1-one (25.0 g, 156 mmole), acetic acid (50 ml), water (50 ml) and concentrated hydrochloric acid (100 ml). The mixture was refluxed with vigorous stirring for 12 hours, then cooled, poured into water and extracted with diethyl ether. The ether extract was was... Starting materials: CCN1C=Cc2ccc(OC)cc2CC1=O, CC(=O)O, [H][H], [Pd]. The product is CCN1CCc2ccc(OC)cc2CC1=O. As a reaction SMILES: [CH2:1]([CH3:2])[N:3]1[C:4](=[O:16])[CH2:5][c:6]2[c:7]([cH:10][cH:11][c:12]([O:14][CH3:15])[cH:13]2)[CH:8]=[CH:9]1.[CH3:19][C:20](=[O:21])[OH:22].[H:17][H:18].[Pd:23]>>[CH2:1]([CH3:2])[N:3]1[C:4](=[O:16])[CH2:5][c:6]2[c:7]([cH:10][cH:11][c:12]([O:14][CH3:15])[cH:13]2)[CH2:8][CH2:9]1. Starting materials: C(=O)(N1C=NC=C1)N1C=NC=C1 (1,1′-carbonyldiimidazole), FC1=C(C=CC(=C1)F)[C@]([C@H](C(=O)O)C)(CN1N=CN=C1)O ((2R,3R)-3-(2,4-difluorophenyl)-3-hydroxy-2-methyl-4-[1,2,4]triazol-1-yl-butyric acid), O1CCCC1 (tetrahydrofuran), Cl (HCl). Run at temperature 60 celsius, time 2 hour. The product is FC1=C(C=CC(=C1)F)C(C#N)(C(CN1N=CN=C1)O)C (2,4-difluorophenyl-3-hydroxy-2-methyl-4-[1,2,4]triazol-1-ylbutyronitrile). As a reaction SMILES: [F:1][C:2]1[CH:7]=[C:6]([F:8])[CH:5]=[CH:4][C:3]=1[C@@:9](O)([CH2:15][N:16]1C=NC=N1)[C@@H:10](C)C(O)=O.[C:22]([N:29]1C=C[N:31]=[CH:30]1)([N:24]1[CH:28]=[CH:27]N=C1)=O.Cl.[O:35]1CCCC1>>[F:1][C:2]1[CH:7]=[C:6]([F:8])[CH:5]=[CH:4][C:3]=1[C:9]([CH3:10])([CH:27]([OH:35])[CH2:28][N:24]1[CH:22]=[N:29][CH:30]=[N:31]1)[C:15]#[N:16]. Reported procedure: 165 mg (0.55 mmol) of (2R,3R)-3-(2,4-difluorophenyl)-3-hydroxy-2-methyl-4-[1,2,4]triazol-1-yl-butyric acid were dissolved in 3.3 ml of tetrahydrofuran and, after the addition of 120 mg (0.72 mmol) of 1,1′-carbonyldiimidazole, stirred for 2 hours at 60° C. The reaction mixture was poured onto 10 ml of aqueous 0.5N HCl, extracted twice with each 25 ml of ethyl acetate, dried and evaporated to dryness. The crude residue was dissolved in 6 ml of aqueous 25% ammonium hydroxide and, after the addition...